The task is: describe an organic reaction: reactants, conditions, products, and yield. This data is from the Open Reaction Database (ORD), a public repository of structured organic reaction records. Starting materials: O (water), N1=CC=CC=C1 (Pyridine), NCC1CCN(CC1)C(=O)OC(C)(C)C (4-(aminomethyl)-1-(tert-butoxycarbonyl)piperidine), N1=C(C=CC=C1)S(=O)(=O)Cl (pyridine-2-sulphonyl chloride). The solvent is ClCCl (dichloromethane). Product: C(C)(C)(C)OC(=O)N1CCC(CC1)CNS(=O)(=O)C1=NC=CC=C1 (N-{[1-(tert-butoxycarbonyl)-4-piperidyl]methyl}pyridine-2-sulphonamide). Isolated yield 47.3%. Reaction SMILES: N1C=CC=CC=1.[NH2:7][CH2:8][CH:9]1[CH2:14][CH2:13][N:12]([C:15]([O:17][C:18]([CH3:21])([CH3:20])[CH3:19])=[O:16])[CH2:11][CH2:10]1.[N:22]1[CH:27]=[CH:26][CH:25]=[CH:24][C:23]=1[S:28](Cl)(=[O:30])=[O:29].O>ClCCl>[C:18]([O:17][C:15]([N:12]1[CH2:13][CH2:14][CH:9]([CH2:8][NH:7][S:28]([C:23]2[CH:24]=[CH:25][CH:26]=[CH:27][N:22]=2)(=[O:30])=[O:29])[CH2:10][CH2:11]1)=[O:16])([CH3:21])([CH3:20])[CH3:19]. Reported procedure: Pyridine (1.85 ml) was added to a stirred solution of 4-(aminomethyl)-1-(tert-butoxycarbonyl)piperidine (4.46 g) and pyridine-2-sulphonyl chloride (3.7 g) in dichloromethane (110 ml) at -10° C. under a nitrogen atmosphere. The reaction was then warmed to ambient temperature over 16 hours and poured into water (300 ml). The organic layer was separated and further washed with hydrochloric acid (1 M, 2×200 ml), saturated aqueous sodium bicarbonate solution (200 ml) and brine (200 ml). After drying ... Reactants: [N+](=O)([O-])C1=CC=CC2=C1N(C=N2)CC(=O)O ((7-nitro-1H-benzimidazol-1-yl)acetic acid), N[C@@H](C)C1=CC=C(C=C1)O (4-[(1S)-1-aminoethyl]phenol). Yields the product OC1=CC=C(C=C1)[C@H](C)NC(CN1C=NC2=C1C(=CC=C2)[N+](=O)[O-])=O (N-[(1S)-1-(4-hydroxyphenyl)ethyl]-2-(7-nitro-1H-benzimidazol-1-yl)acetamide). As a reaction SMILES: [N+:1]([C:4]1[C:9]2[N:10]([CH2:13][C:14]([OH:16])=O)[CH:11]=[N:12][C:8]=2[CH:7]=[CH:6][CH:5]=1)([O-:3])=[O:2].[NH2:17][C@H:18]([C:20]1[CH:25]=[CH:24][C:23]([OH:26])=[CH:22][CH:21]=1)[CH3:19]>>[OH:26][C:23]1[CH:24]=[CH:25][C:20]([C@@H:18]([NH:17][C:14](=[O:16])[CH2:13][N:10]2[C:9]3[C:4]([N+:1]([O-:3])=[O:2])=[CH:5][CH:6]=[CH:7][C:8]=3[N:12]=[CH:11]2)[CH3:19])=[CH:21][CH:22]=1. Reported procedure: The title compound was synthesised according to the general method of synthesis of target compounds (see below) from (7-nitro-1H-benzimidazol-1-yl)acetic acid and 4-[(1S)-1-aminoethyl]phenol. 1H NMR (400 MHz, DMSO-d6) δ ppm 9.26 (s, 1 H) 8.55 (d, J=8.03 Hz, 1 H) 8.40 (s, 1 H) 8.10 (d, J=8.03 Hz, 1 H) 7.98 (d, J=7.53 Hz, 1 H) 7.39 (t, J=8.03 Hz, 1 H) 7.05-7.15 (m, 2 H) 6.64-6.75 (m, 2 H) 5.19 (s, 2 H) 4.71-4.83 (m, 1 H) 1.32 (d, J=6.78 Hz, 3 H). MS (ESI) m/z: 341 [M+H] Reactants: IC1=CC=C(C=C1)C1(CCNCC1)C#N (4-(4-iodo-phenyl)-piperidine-4-carbonitrile), FC(CCBr)(F)F ((3,3,3-trifluoro)-propyl bromide), C(=O)([O-])[O-].[K+].[K+] (K2CO3). The solvent is CC#N (CH3CN), CCOC(=O)C (EtOAc). Conditions: temperature 60 celsius. The product is IC1=CC=C(C=C1)C1(CCN(CC1)CCC(F)(F)F)C#N (4-(4-iodo-phenyl)-1-(3,3,3-trifluoro-propyl)-piperidine-4-carbonitrile). Yield: 97.9%. RXN SMILES: [I:1][C:2]1[CH:7]=[CH:6][C:5]([C:8]2([C:14]#[N:15])[CH2:13][CH2:12][NH:11][CH2:10][CH2:9]2)=[CH:4][CH:3]=1.[F:16][C:17]([F:22])([F:21])[CH2:18][CH2:19]Br.C([O-])([O-])=O.[K+].[K+]>CC#N.CCOC(C)=O>[I:1][C:2]1[CH:7]=[CH:6][C:5]([C:8]2([C:14]#[N:15])[CH2:13][CH2:12][N:11]([CH2:19][CH2:18][C:17]([F:22])([F:21])[F:16])[CH2:10][CH2:9]2)=[CH:4][CH:3]=1 |f:2.3.4|. Procedure details: To a solution of the crude 4-(4-iodo-phenyl)-piperidine-4-carbonitrile (0.60 g, ˜1.9 mmol) in CH3CN (6 mL) was added (3,3,3-trifluoro)-propyl bromide (1.02 mL, 9.6 mmol, 5 eq.) and K2CO3 (1.33 g, 9.6 mmol, 5 eq.) and the resulting mixture was stirred and heated to 60° C. for 16 h. The reaction was cooled to room temperature, diluted with EtOAc (20 mL) and washed with H2O (25 mL) and saturated brine (2×25 mL). The organic phase was dried over anhydrous Na2SO4, filtered and concentrated by rotary ... Starting materials: ClC1=CC(=NC2=CC=C(C=C12)Cl)N1CC2=C(CCC1)C=C(C=C2)C(=O)N(C)C (2-(4,6-dichloroquinolin-2-yl)-N,N-dimethyl-2,3,4,5-tetrahydro-1H-2-benzazepine-7-carboxamide), C(CN)N (ethane-1,2-diamine). Run at temperature 180 celsius, time 3 hour. The product is NCCNC1=CC(=NC2=CC=C(C=C12)Cl)N1CC2=C(CCC1)C=C(C=C2)C(=O)N(C)C (2-{4-[(2-Aminoethyl)amino]-6-chloroquinolin-2-yl}-N,N-dimethyl-2,3,4,5-tetrahydro-1H-2-benzazepine-7-carboxamide). Reaction SMILES: Cl[C:2]1[C:11]2[C:6](=[CH:7][CH:8]=[C:9]([Cl:12])[CH:10]=2)[N:5]=[C:4]([N:13]2[CH2:19][CH2:18][CH2:17][C:16]3[CH:20]=[C:21]([C:24]([N:26]([CH3:28])[CH3:27])=[O:25])[CH:22]=[CH:23][C:15]=3[CH2:14]2)[CH:3]=1.[CH2:29]([NH2:32])[CH2:30][NH2:31]>>[NH2:31][CH2:30][CH2:29][NH:32][C:2]1[C:11]2[C:6](=[CH:7][CH:8]=[C:9]([Cl:12])[CH:10]=2)[N:5]=[C:4]([N:13]2[CH2:19][CH2:18][CH2:17][C:16]3[CH:20]=[C:21]([C:24]([N:26]([CH3:27])[CH3:28])=[O:25])[CH:22]=[CH:23][C:15]=3[CH2:14]2)[CH:3]=1. Reported procedure: The mixture of 2-(4,6-dichloroquinolin-2-yl)-N,N-dimethyl-2,3,4,5-tetrahydro-1H-2-benzazepine-7-carboxamide (133 mg, 0.32 mmol) and ethane-1,2-diamine (2 mL) was heated with stirring in a 5 mL microwave process vial for 3 hours at 180° C. under microwave irradiation. The solvent was removed under reduced pressure and the residue was purified by preparative HPLC to give 11 mg of product as a white solid. MS obsd. (ESI+) [(M+H)+] 438. 1H NMR (400 MHz, CD3OD) δ ppm 7.89 (s, 1 H), 7.60 (d, J=8.0 Hz,... Reactants: CC1(CC(OC2=CC=C(C=C12)Br)=O)C (4,4-dimethyl-6-bromo-2-oxo-chroman), C1(=CC=CC=C1)P(C1=CC=CC=C1)C1=CC=CC=C1 (triphenylphosphine), C[Si](C)(C)C#C (trimethylsilylacetylene). Reagents/catalysts: C(C)(=O)[O-].[Pd+2].C(C)(=O)[O-] (palladium(II) acetate). The solvent is C(C)N(CC)CC (triethylamine). The product is CC1(CC(OC2=CC=C(C=C12)C#C[Si](C)(C)C)=O)C (4,4-dimethyl-6-trimethylsilylethynyl-2-oxo-chroman). RXN SMILES: [CH3:1][C:2]1([CH3:14])[C:11]2[C:6](=[CH:7][CH:8]=[C:9](Br)[CH:10]=2)[O:5][C:4](=[O:13])[CH2:3]1.C1(P(C2C=CC=CC=2)C2C=CC=CC=2)C=CC=CC=1.[CH3:34][Si:35]([C:38]#[CH:39])([CH3:37])[CH3:36]>C(N(CC)CC)C.C([O-])(=O)C.[Pd+2].C([O-])(=O)C>[CH3:1][C:2]1([CH3:14])[C:11]2[C:6](=[CH:7][CH:8]=[C:9]([C:39]#[C:38][Si:35]([CH3:37])([CH3:36])[CH3:34])[CH:10]=2)[O:5][C:4](=[O:13])[CH2:3]1 |f:4.5.6|. Reported procedure: The procedure used is substantially in accordance with (Journal of Organic Chemistry, Vol. 46, No. 11, (1981) p 2280-81). To a solution of 2.5 g (9.8 mmol) of 4,4-dimethyl-6-bromo-2-oxo-chroman and 0.087 g (0.3317 mmol) of triphenylphosphine in 36 ml of triethylamine under argon was added 1.74 g (2.5 ml, 17.7 mmol) of trimethylsilylacetylene and 0.027 g (0.12 mmol) of palladium(II) acetate. The mixture was refluxed for 20 hours then cooled to room temperature and filtered. The solvent removed in... Starting materials: C(C)(=O)NC1=CC=C(C=C1)C=1C=CC2=C(C=C(O2)C(=O)OCC)C1 (ethyl 5-(4-(acetylamino)phenyl)-2-benzofurancarboxylate), Cl (hydrochloric acid). Solvent: C(C)O (ethanol). Conditions: time 8 hour. Yields the product NC1=CC=C(C=C1)C=1C=CC2=C(C=C(O2)C(=O)OCC)C1 (ethyl 5-(4-aminophenyl)benzofuran-2-carboxylate). As a reaction SMILES: C([NH:4][C:5]1[CH:10]=[CH:9][C:8]([C:11]2[CH:12]=[CH:13][C:14]3[O:18][C:17]([C:19]([O:21][CH2:22][CH3:23])=[O:20])=[CH:16][C:15]=3[CH:24]=2)=[CH:7][CH:6]=1)(=O)C.Cl>C(O)C>[NH2:4][C:5]1[CH:6]=[CH:7][C:8]([C:11]2[CH:12]=[CH:13][C:14]3[O:18][C:17]([C:19]([O:21][CH2:22][CH3:23])=[O:20])=[CH:16][C:15]=3[CH:24]=2)=[CH:9][CH:10]=1. Procedure details: A mixture of 3.0 g of 12B, 50 ml of 6 N hydrochloric acid and 50 ml of ethanol was stirred and refluxed for 5 hours. The solution was concentrated to about half its volume, the solid that formed was collected, and dissolved in chloroform containing some triethylamine. The solution was washed with water, dried (MgSO4) and filtered. The solvent was evaporated from the filtrate under reduced pressure. The residue was dry column chromatographed over silica gel, using a 1/9 v/v mixture of tetrahydrof... The reactants are Cc1cccc(NC(=O)c2ccc(C(F)(F)F)cc2)c1Br, COc1ccc(P2(=S)SP(=S)(c3ccc(OC)cc3)S2)cc1, Cc1ccccc1, Cl. Product: Cc1cccc(NC(=S)c2ccc(C(F)(F)F)cc2)c1Br. As a reaction SMILES: [Br:23][c:24]1[c:25]([NH:31][C:32]([c:33]2[cH:34][cH:35][c:36]([C:39]([F:40])([F:41])[F:42])[cH:37][cH:38]2)=[O:43])[cH:26][cH:27][cH:28][c:29]1[CH3:30].[CH3:1][O:2][c:3]1[cH:4][cH:5][c:6]([P:7]2(=[S:10])[S:8][P:9]([c:11]3[cH:12][cH:13][c:14]([O:15][CH3:16])[cH:17][cH:18]3)(=[S:19])[S:20]2)[cH:21][cH:22]1.[CH3:44][c:45]1[cH:46][cH:47][cH:48][cH:49][cH:50]1.[ClH:51]>>[S:10]=[C:32]([NH:31][c:25]1[c:24]([Br:23])[c:29]([CH3:30])[cH:28][cH:27][cH:26]1)[c:33]1[cH:34][cH:35][c:36]([C:39]([F:40])([F:41])[F:42])[cH:37][cH:38]1. The reactants are C(C)OC(C1=C(C=CC=C1)Br)=O (2-bromo-benzoic acid ethyl ester), N1=CN=CC2=CC(=CC=C12)N (quinazolin-6-ylamine), C=1C=CC(=CC1)P(C=2C=CC=CC2)C3=CC=C4C=CC=CC4=C3C5=C6C=CC=CC6=CC=C5P(C=7C=CC=CC7)C=8C=CC=CC8 (BINAP), C(=O)([O-])[O-].[K+].[K+] (K2CO3). The reagents and catalysts are CC(=O)[O-].CC(=O)[O-].[Pd+2] (Pd(OAc)2). Run in C1(=CC=CC=C1)C (toluene), CCOC(=O)C (EtOAc). Yields the product C(C)OC(C1=C(C=CC=C1)NC=1C=C2C=NC=NC2=CC1)=O (2-(quinazolin-6-ylamino)-benzoic acid ethyl ester). Reaction SMILES: [CH2:1]([O:3][C:4](=[O:12])[C:5]1[CH:10]=[CH:9][CH:8]=[CH:7][C:6]=1Br)[CH3:2].[N:13]1[C:22]2[C:17](=[CH:18][C:19]([NH2:23])=[CH:20][CH:21]=2)[CH:16]=[N:15][CH:14]=1.C1C=CC(P(C2C(C3C(P(C4C=CC=CC=4)C4C=CC=CC=4)=CC=C4C=3C=CC=C4)=C3C(C=CC=C3)=CC=2)C2C=CC=CC=2)=CC=1.C([O-])([O-])=O.[K+].[K+]>C1(C)C=CC=CC=1.CCOC(C)=O.CC([O-])=O.CC([O-])=O.[Pd+2]>[CH2:1]([O:3][C:4](=[O:12])[C:5]1[CH:10]=[CH:9][CH:8]=[CH:7][C:6]=1[NH:23][C:19]1[CH:18]=[C:17]2[C:22](=[CH:21][CH:20]=1)[N:13]=[CH:14][N:15]=[CH:16]2)[CH3:2] |f:3.4.5,8.9.10|. Procedure details: A mixture of 2-bromo-benzoic acid ethyl ester (7.9 g), quinazolin-6-ylamine (5.0 g), Pd(OAc)2 (387 mg), BINAP (714 mg), and K2CO3 (26 g) in toluene (100 mL was heated at reflux for 12 h. The mixture was diluted with EtOAc and the aqueous layer was extracted with EtOAc. The combined organic layers were dried over Na2SO4, filtered and concentrated in vacuo. The crude material was purified with flash chromatography (SiO2 50% EtOAc/hexane) to obtain 2-(quinazolin-6-ylamino)-benzoic acid ethyl ester....